This data is from the Open Reaction Database (ORD), a public repository of structured organic reaction records. The task is: describe an organic reaction: reactants, conditions, products, and yield Reactants: C(C1=CC(OC)=C(OC)C=C1)=O (veratraldehyde), N1C(=O)NC(=O)C1 (hydantoin), C(C)(=O)[O-].[Na+] (sodium acetate). The solvent is C(C)(=O)OC(C)=O (acetic anhydride). Yields the product COC=1C=C(C=C2C(NC(N2)=O)=O)C=CC1OC (5-(3',4'-dimethoxybenzal) hydantoin). As a reaction SMILES: [CH:1](=O)[C:2]1[CH:11]=[CH:10][C:7]([O:8][CH3:9])=[C:4]([O:5][CH3:6])[CH:3]=1.[NH:13]1[CH2:19][C:17](=[O:18])[NH:16][C:14]1=[O:15].C([O-])(=O)C.[Na+]>C(OC(=O)C)(=O)C>[CH3:6][O:5][C:4]1[CH:3]=[C:2]([CH:11]=[CH:10][C:7]=1[O:8][CH3:9])[CH:1]=[C:19]1[NH:13][C:14](=[O:15])[NH:16][C:17]1=[O:18] |f:2.3|. Procedure: It was previously reported by Deulofeu and Mendivelzua, Z. physiol, Chem. 219, 233 (1933) that the condensation of veratraldehyde (3,4-dimethoxybenzaldehyde) with hydantoin in acetic anhydride in the presence of fused anhydrous sodium acetate gave 5-(3',4'-dimethoxybenzal) hydantoin. We have now found, however, that this reaction leads to the formation of a corresponding acetylated product. Starting materials: BrC1=CC=2C3=C(NC2C=C1)CCN(C3)C (8-bromo-2-methyl-2,3,4,5-tetrahydro-1H-pyrido[4,3-b]indole), CC1=NC=C(C=C1)C=C (2-methyl-5-vinylpyridine). Reagents/catalysts: [Cl-].C(CCC)[N+](CCCC)(CCCC)CCCC (Tetra butyl ammonium chloride). Solvent: [OH-].[Na+] (NaOH). Conditions: time 15 minute. The product is BrC1=CC=2C3=C(N(C2C=C1)CCC=1C=NC(=CC1)C)CCN(C3)C (8-bromo-2-methyl-5-(2-(6-methylpyridin-3-yl)ethyl)-2,3,4,5-tetrahydro-1H-pyrido[4,3-b]indole). Isolated yield 8.7%. RXN SMILES: [Br:1][C:2]1[CH:10]=[CH:9][C:8]2[NH:7][C:6]3[CH2:11][CH2:12][N:13]([CH3:15])[CH2:14][C:5]=3[C:4]=2[CH:3]=1.[CH3:16][C:17]1[CH:22]=[CH:21][C:20]([CH:23]=[CH2:24])=[CH:19][N:18]=1>[Cl-].C([N+](CCCC)(CCCC)CCCC)CCC.[OH-].[Na+]>[Br:1][C:2]1[CH:10]=[CH:9][C:8]2[N:7]([CH2:24][CH2:23][C:20]3[CH:19]=[N:18][C:17]([CH3:16])=[CH:22][CH:21]=3)[C:6]3[CH2:11][CH2:12][N:13]([CH3:15])[CH2:14][C:5]=3[C:4]=2[CH:3]=1 |f:2.3,4.5|. Procedure details: Tetra butyl ammonium chloride (0.026 g, 0.094 mmol) was taken in 15 ml, 50% aq. NaOH solution (7 ml) and stirred for 15 minutes at RT. 8-bromo-2-methyl-2,3,4,5-tetrahydro-1H-pyrido[4,3-b]indole (0.500 gm, 1.89 mmole) was added and further stirred for 10 min. at RT. 2-methyl-5-vinylpyridine (0.247 gm, 2.08 mmole) was added and reaction mixture was heated at 100° C. for 12-15 hrs. The reaction mixture was cooled at RT, extracted with ethyl acetate, dried over anhydrous sodium sulphate, concentrate...